From a dataset of the Open Reaction Database (ORD), a public repository of structured organic reaction records. describe an organic reaction: reactants, conditions, products, and yield Reactants: ClC1=C(C=C2C(NC(=NC2=C1)N1N=CC(=C1)C(=O)OCC)=O)N1CCCCC1 (ethyl 1-(7-chloro-4-oxo-6-(piperidin-1-yl)-3,4-dihydroquinazolin-2-yl)-1H-pyrazole-4-carboxylate), N1CCCC1 (pyrrolidine). Yields the product ClC1=C(C=C2C(=NC(=NC2=C1)N1N=CC(=C1)C(=O)O)N1CCCC1)N1CCCCC1 (1-(7-Chloro-6-(piperidin-1-yl)-4-(pyrrolidin-1-yl)quinazolin-2-yl)-1H-pyrazole-4-carboxylic acid). Reaction SMILES: [Cl:1][C:2]1[CH:11]=[C:10]2[C:5]([C:6](=O)[NH:7][C:8]([N:12]3[CH:16]=[C:15]([C:17]([O:19]CC)=[O:18])[CH:14]=[N:13]3)=[N:9]2)=[CH:4][C:3]=1[N:23]1[CH2:28][CH2:27][CH2:26][CH2:25][CH2:24]1.[NH:29]1[CH2:33][CH2:32][CH2:31][CH2:30]1>>[Cl:1][C:2]1[CH:11]=[C:10]2[C:5]([C:6]([N:29]3[CH2:33][CH2:32][CH2:31][CH2:30]3)=[N:7][C:8]([N:12]3[CH:16]=[C:15]([C:17]([OH:19])=[O:18])[CH:14]=[N:13]3)=[N:9]2)=[CH:4][C:3]=1[N:23]1[CH2:28][CH2:27][CH2:26][CH2:25][CH2:24]1. Reported procedure: The above compound may be made analogous to Example 1 using ethyl 1-(7-chloro-4-oxo-6-(piperidin-1-yl)-3,4-dihydroquinazolin-2-yl)-1H-pyrazole-4-carboxylate in step D and pyrrolidine in step E. MS (ESI): predicted mass calcd. for C21H23ClN6O2, 410.2 The reactants are COC1=C(C=2C3C=CC(C2C(=C1)O)C3)O (1,4-Dihydro-6-methoxy-1,4-methanonaphthalene-5,8-diol), CCOC(=O)C (EtOAc), C(Cl)(Cl)Cl (CHCl3). The reagents and catalysts are [Pd] (Pd). Run in CO (MeOH). Yields the product COC1=C(C=2C3CCC(C2C(=C1)O)C3)O (1,2,3,4-tetrahydro-6-methoxy-1,4-methanonaphthalene-5,8-diol). RXN SMILES: [CH3:1][O:2][C:3]1[CH:12]=[C:11]([OH:13])[C:10]2[CH:9]3[CH2:14][CH:6]([CH:7]=[CH:8]3)[C:5]=2[C:4]=1[OH:15].CCOC(C)=O.C(Cl)(Cl)Cl>CO.[Pd]>[CH3:1][O:2][C:3]1[CH:12]=[C:11]([OH:13])[C:10]2[CH:9]3[CH2:14][CH:6]([CH2:7][CH2:8]3)[C:5]=2[C:4]=1[OH:15]. Reported procedure: A solution of 1,4-dihydro-6-methoxy-1,4-methanonaphthalene-5,8-diol (48, 1.30 g, 6.36 mmol) in MeOH (100 mL) was hydrogenated (Parr hydrogenator, 20 psi) over Pd (10% on C, 100 mg, Aldrich) for 15 min. TLC analysis (10% EtOAc, 90% CHCl3) indicated total consumption of the organic starting material to give a higher Rf product. The catalyst was removed by filtration through celite during which time the filtrate turned light green. Color change was attributed to trace air oxidation of the desired p...